Dataset: the Open Reaction Database (ORD), a public repository of structured organic reaction records. Task: describe an organic reaction: reactants, conditions, products, and yield Reactants: CC(=O)Nc1ccc(-c2cccc(-n3c(=O)c(Cc4ccccc4)nc4cccnc43)c2)cc1, O=C([O-])O, Cl, [Na+]. The product is Nc1ccc(-c2cccc(-n3c(=O)c(Cc4ccccc4)nc4cccnc43)c2)cc1. As a reaction SMILES: [C:1](=[O:2])([CH3:3])[NH:4][c:5]1[cH:6][cH:7][c:8](-[c:11]2[cH:12][c:13](-[n:17]3[c:18]4[c:19]([n:20][c:21]([CH2:24][c:25]5[cH:26][cH:27][cH:28][cH:29][cH:30]5)[c:22]3=[O:23])[cH:31][cH:32][cH:33][n:34]4)[cH:14][cH:15][cH:16]2)[cH:9][cH:10]1.[C:35](=[O:36])([OH:37])[O-:38].[ClH:40].[Na+:39]>>[NH2:4][c:5]1[cH:6][cH:7][c:8](-[c:11]2[cH:12][c:13](-[n:17]3[c:18]4[c:19]([n:20][c:21]([CH2:24][c:25]5[cH:26][cH:27][cH:28][cH:29][cH:30]5)[c:22]3=[O:23])[cH:31][cH:32][cH:33][n:34]4)[cH:14][cH:15][cH:16]2)[cH:9][cH:10]1. Reactants: COC(=O)C1CC(NC(=O)c2ccc(Cl)s2)C(OC)C1, Nc1ccc(-n2ccccc2=O)cc1F. Yields the product COC1CC(C(=O)Nc2ccc(-n3ccccc3=O)cc2F)CC1NC(=O)c1ccc(Cl)s1. As a reaction SMILES: [CH3:1][O:2][C:3](=[O:4])[CH:5]1[CH2:6][CH:7]([NH:12][C:13](=[O:14])[c:15]2[s:16][c:17]([Cl:20])[cH:18][cH:19]2)[CH:8]([O:10][CH3:11])[CH2:9]1.[NH2:21][c:22]1[c:23]([F:35])[cH:24][c:25](-[n:28]2[c:29](=[O:34])[cH:30][cH:31][cH:32][cH:33]2)[cH:26][cH:27]1>>[C:3](=[O:4])([CH:5]1[CH2:6][CH:7]([NH:12][C:13](=[O:14])[c:15]2[s:16][c:17]([Cl:20])[cH:18][cH:19]2)[CH:8]([O:10][CH3:11])[CH2:9]1)[NH:21][c:22]1[c:23]([F:35])[cH:24][c:25](-[n:28]2[c:29](=[O:34])[cH:30][cH:31][cH:32][cH:33]2)[cH:26][cH:27]1. The reactants are C(=O)(C(F)(F)F)O (TFA), ClC1=C(C=O)C=CC=C1Cl (2,3-dichlorobenzaldehyde), S(O)(O)(=O)=O (sulfuric acid), BrN1C(CCC1=O)=O (N-bromosuccinimide). The solvent is hexanes. Conditions: time 3 hour. Yields the product BrC=1C=C(C(=C(C=O)C1)Cl)Cl (5-Bromo-2,3-dichlorobenzaldehyde). Reaction SMILES: C(O)(C(F)(F)F)=O.[Cl:8][C:9]1[C:16]([Cl:17])=[CH:15][CH:14]=[CH:13][C:10]=1[CH:11]=[O:12].S(=O)(=O)(O)O.[Br:23]N1C(=O)CCC1=O>>[Br:23][C:14]1[CH:15]=[C:16]([Cl:17])[C:9]([Cl:8])=[C:10]([CH:13]=1)[CH:11]=[O:12]. Procedure details: To a TFA solution (0.38 M) of 2,3-dichlorobenzaldehyde (1 eq.) was added sulfuric acid (5 eq.). Over a period of 3 h, N-bromosuccinimide (1.5 eq.) was added portionwise at RT to afford, in the end, a yellow-orange solution. After 72 h, the crude reaction mixture was diluted with 9:1 (v/v) hexanes:ether and then washed sequentially with water, 1 N aq. NaOH, water and brine. The organic extract was dried over Na2SO4, filtered and the filtrate concentrated in vacuo to afford the title compound as a... Procedure details: To 13.0 g (56.3 mmol) of 2-bromo-4-methyl-6-nitroaniline stirring in a mixture of 25 ml glacial acetic acid and 5 ml of concentrated hydrochloric acid at 80° C., 29.0 g (690.5 mmol) of cyanamide and 25 ml of concentrated hydrochloric acid were added simultaneously, separately, and very slowly. At one point during the addition, a vigorous exotherm occurred and the external heat immediately removed. After the addition, the reaction was heated at reflux for 15 minutes. On cooling to about 50° C., 1... Run in Cl (hydrochloric acid), C(C)(=O)O (acetic acid), Cl (hydrochloric acid). The reactants are N#CN (cyanamide), BrC1=C(N)C(=CC(=C1)C)[N+](=O)[O-] (2-bromo-4-methyl-6-nitroaniline). Yields the product NC=1N=[N+](C2=C(N1)C(=CC(=C2)C)Br)[O-] (3-amino-5-bromo-7-methyl-1,2,4-benzotriazine-1-oxide). As a reaction SMILES: [Br:1][C:2]1[CH:8]=[C:7]([CH3:9])[CH:6]=[C:5]([N+:10]([O-:12])=O)[C:3]=1[NH2:4].[N:13]#[C:14][NH2:15]>C(O)(=O)C.Cl>[NH2:15][C:14]1[N:13]=[N+:10]([O-:12])[C:5]2[CH:6]=[C:7]([CH3:9])[CH:8]=[C:2]([Br:1])[C:3]=2[N:4]=1. Reaction conditions: temperature 50 celsius. Yield: 51.5%. Starting materials: O (water), NC(=O)C1CCNCC1 (4-aminocarbonylpiperidine), C(CC)OC1=CC=C(C=C1)CCl (4-propoxyphenylmethyl chloride), C([O-])(O)=O.[K+] (potassium bicarbonate). Solvent: C1(=CC=CC=C1)C (toluene). Yields the product NC(=O)C1CCN(CC1)CC1=CC=C(C=C1)OCCC (4-aminocarbonyl-N-(4-propoxyphenylmethyl)piperidine). Isolated yield 79.1%. As a reaction SMILES: [NH2:1][C:2]([CH:4]1[CH2:9][CH2:8][NH:7][CH2:6][CH2:5]1)=[O:3].[CH2:10]([O:13][C:14]1[CH:19]=[CH:18][C:17]([CH2:20]Cl)=[CH:16][CH:15]=1)[CH2:11][CH3:12].C(=O)(O)[O-].[K+].O>C1(C)C=CC=CC=1>[NH2:1][C:2]([CH:4]1[CH2:9][CH2:8][N:7]([CH2:20][C:17]2[CH:18]=[CH:19][C:14]([O:13][CH2:10][CH2:11][CH3:12])=[CH:15][CH:16]=2)[CH2:6][CH2:5]1)=[O:3] |f:2.3|. Procedure details: The method taught by R. A. Farr et al, J. Org. Chem. 1981, 46, 1212-1215, was used in the following two-step preparation. A vigorously stirred solution of 16.5 grams (0.129 mole) of 4-aminocarbonylpiperidine, 25.0 grams (0.135 mole) of 4-propoxyphenylmethyl chloride, and 19.4 grams (0.193 mole) of potassium bicarbonate in 200 mL of toluene was heated at reflux for 6.5 hours. The reaction mixture was then cooled, water was added, and the mixture was extracted with ethyl acetate. The extract was w... The reactants are N1N=C(C=C1)C1=CC=C(C=C1)C(=O)N1CC=2N(CC3=C1C=CC=C3)C=CC2 ([4-(1H-pyrazol-3-yl)-phenyl]-(5H,11H-pyrrolo[2,1-c][1,4]benzodiazepin-10-yl)-methanone), ClC1=C(C=CC(=C1)Cl)CC(=O)Cl (2,4-dichlorophenylacetyl chloride). Solvent: N1=CC=CC=C1 (pyridine). The product is ClC1=C(C=CC(=C1)Cl)CC(=O)N1N=C(C=C1)C1=CC=C(C=C1)C(=O)N1CC=2N(CC3=C1C=CC=C3)C=CC2 (2-(2,4-Dichloro-phenyl)-1-{3-[4-(5H,11H-pyrrolo[2,1-c][ 1,4]benzodiazepine-10-carbonyl)-phenyl]-pyrazol-1-yl}-ethanone). Isolated yield 18.4%. Reaction SMILES: [NH:1]1[CH:5]=[CH:4][C:3]([C:6]2[CH:11]=[CH:10][C:9]([C:12]([N:14]3[C:20]4[CH:21]=[CH:22][CH:23]=[CH:24][C:19]=4[CH2:18][N:17]4[CH:25]=[CH:26][CH:27]=[C:16]4[CH2:15]3)=[O:13])=[CH:8][CH:7]=2)=[N:2]1.[Cl:28][C:29]1[CH:34]=[C:33]([Cl:35])[CH:32]=[CH:31][C:30]=1[CH2:36][C:37](Cl)=[O:38]>N1C=CC=CC=1>[Cl:28][C:29]1[CH:34]=[C:33]([Cl:35])[CH:32]=[CH:31][C:30]=1[CH2:36][C:37]([N:1]1[CH:5]=[CH:4][C:3]([C:6]2[CH:11]=[CH:10][C:9]([C:12]([N:14]3[C:20]4[CH:21]=[CH:22][CH:23]=[CH:24][C:19]=4[CH2:18][N:17]4[CH:25]=[CH:26][CH:27]=[C:16]4[CH2:15]3)=[O:13])=[CH:8][CH:7]=2)=[N:2]1)=[O:38]. Procedure details: In the manner of Example 32, employing [4-(1H-pyrazol-3-yl)-phenyl]-(5H,11H-pyrrolo[2,1-c][1,4]benzodiazepin-10-yl)-methanone (0.71 g) in dry pyridine (25 ml) and 2,4-dichlorophenylacetyl chloride (0.56 g), the title compound (0.20 g) was obtained as a crystalline solid, m.p. 130-140° C., resolidifies, m.p. 180-182° C. The reactants are O=C(Cl)Oc1ccc(Oc2ccc(C(F)(F)F)cn2)cc1, c1cc2c(cc1N1CCNCC1)OCO2. Yields the product O=C(Oc1ccc(Oc2ccc(C(F)(F)F)cn2)cc1)N1CCN(c2ccc3c(c2)OCO3)CC1, Cl. RXN SMILES: [Cl:1][C:2](=[O:3])[O:4][c:5]1[cH:6][cH:7][c:8]([O:11][c:12]2[n:13][cH:14][c:15]([C:18]([F:19])([F:20])[F:21])[cH:16][cH:17]2)[cH:9][cH:10]1.[O:22]1[CH2:23][O:24][c:25]2[c:26]1[cH:27][cH:28][c:29]([N:31]1[CH2:32][CH2:33][NH:34][CH2:35][CH2:36]1)[cH:30]2>>[C:2](=[O:3])([O:4][c:5]1[cH:6][cH:7][c:8]([O:11][c:12]2[n:13][cH:14][c:15]([C:18]([F:19])([F:20])[F:21])[cH:16][cH:17]2)[cH:9][cH:10]1)[N:34]1[CH2:33][CH2:32][N:31]([c:29]2[cH:28][cH:27][c:26]3[c:25]([cH:30]2)[O:24][CH2:23][O:22]3)[CH2:36][CH2:35]1.[ClH:1]. Reactants: CCO, Clc1ccc(OCC2CO2)cc1, Cl, NCc1ccccc1. The product is Cl, NCc1ccccc1. As a reaction SMILES: [CH3:22][CH2:23][OH:24].[Cl:1][c:2]1[cH:3][cH:4][c:5]([O:6][CH2:7][CH:8]2[O:9][CH2:10]2)[cH:11][cH:12]1.[ClH:21].[NH2:13][CH2:14][c:15]1[cH:16][cH:17][cH:18][cH:19][cH:20]1>>[ClH:1].[NH2:13][CH2:14][c:15]1[cH:16][cH:17][cH:18][cH:19][cH:20]1. Reactants: [C-]#N, CCCC[N+](CCCC)(CCCC)CCCC, CC#N, Cn1nc(-c2ccc(OC(F)(F)F)cc2)cc1CCl. Product: Cn1nc(-c2ccc(OC(F)(F)F)cc2)cc1CC#N. As a reaction SMILES: [C-:23]#[N:24].[CH2:25]([N+:26]([CH2:27][CH2:28][CH2:29][CH3:30])([CH2:31][CH2:32][CH2:33][CH3:34])[CH2:35][CH2:36][CH2:37][CH3:38])[CH2:39][CH2:40][CH3:41].[CH3:20][C:21]#[N:22].[Cl:1][CH2:2][c:3]1[cH:4][c:5](-[c:9]2[cH:10][cH:11][c:12]([O:15][C:16]([F:17])([F:18])[F:19])[cH:13][cH:14]2)[n:6][n:7]1[CH3:8]>>[CH2:2]([c:3]1[cH:4][c:5](-[c:9]2[cH:10][cH:11][c:12]([O:15][C:16]([F:17])([F:18])[F:19])[cH:13][cH:14]2)[n:6][n:7]1[CH3:8])[C:21]#[N:22]. Starting materials: CCO, CCOC(C)=O, CN1CCC(c2cccc3ccc(Nc4ncccc4[N+](=O)[O-])cc23)CC1. The product is CN1CCC(c2cccc3ccc(Nc4ncccc4N)cc23)CC1. RXN SMILES: [CH3:28][CH2:29][OH:30].[CH3:31][CH2:32][O:33][C:34](=[O:35])[CH3:36].[N+:1]([O-:2])(=[O:3])[c:4]1[c:5]([NH:10][c:11]2[cH:12][cH:13][c:14]3[cH:15][cH:16][cH:17][c:18]([CH:21]4[CH2:22][CH2:23][N:24]([CH3:27])[CH2:25][CH2:26]4)[c:19]3[cH:20]2)[n:6][cH:7][cH:8][cH:9]1>>[NH2:1][c:4]1[c:5]([NH:10][c:11]2[cH:12][cH:13][c:14]3[cH:15][cH:16][cH:17][c:18]([CH:21]4[CH2:22][CH2:23][N:24]([CH3:27])[CH2:25][CH2:26]4)[c:19]3[cH:20]2)[n:6][cH:7][cH:8][cH:9]1.